This data is from the Open Reaction Database (ORD), a public repository of structured organic reaction records. The task is: describe an organic reaction: reactants, conditions, products, and yield Yields the product Cl.ClC1=CC(=C(C#N)C=C1)SC(CCC)CCNC (4-Chloro-2-{[1-[2-(methylamino)ethyl]butyl]thio)benzonitrile hydrochloride). Run in CCOCC (ether). The reactants are COCCN.Cl.ClC1=CC(=C(C#N)C=C1)SC(CCC)CCNC (4-Chloro-2-{[1-[2-(methylamino)ethyl]butyl]thio}benzonitrile hydrochloride 2-methoxyethanamine), C(C(=O)O)(=O)O (oxalic acid). Procedure details: 4-Chloro-2-{[1-[2-(methylamino)ethyl]butyl]thio}benzonitrile hydrochloride 2-methoxyethanamine (352 μl, 4.06 mmol) before being heated to 60° C. for 5 days. The mixture was filtered and purified via RP-HPLC on the crude reaction material. The purified compound was then treated with 50% saturated oxalic acid in ether to produce a white powder which was collected via filtration. (378 mg, 15%). As a reaction SMILES: COCCN.Cl.[Cl:7][C:8]1[CH:15]=[CH:14][C:11]([C:12]#[N:13])=[C:10]([S:16][CH:17]([CH2:21][CH2:22][NH:23][CH3:24])[CH2:18][CH2:19][CH3:20])[CH:9]=1.C(O)(=O)C(O)=O>CCOCC>[ClH:7].[Cl:7][C:8]1[CH:15]=[CH:14][C:11]([C:12]#[N:13])=[C:10]([S:16][CH:17]([CH2:21][CH2:22][NH:23][CH3:24])[CH2:18][CH2:19][CH3:20])[CH:9]=1 |f:0.1.2,5.6|. RXN SMILES: [CH3:18][S:19]([O:20][CH2:23][CH:24]1[CH2:25][CH2:26][N:27]([c:30]2[n:31][c:32]([CH:35]([CH3:36])[CH3:37])[n:33][o:34]2)[CH2:28][CH2:29]1)(=[O:21])=[O:22].[CH3:1][S:2](=[O:3])(=[O:4])[c:5]1[cH:6][cH:7][c:8](-[c:11]2[n:12][cH:13][c:14]([OH:17])[n:15][cH:16]2)[cH:9][cH:10]1.[K+:38].[K+:39].[O-:40][C:41]([O-:42])=[O:43].[O:45]=[CH:46][N:47]([CH3:48])[CH3:49].[OH2:44]>>[CH3:1][S:2](=[O:3])(=[O:4])[c:5]1[cH:6][cH:7][c:8](-[c:11]2[n:12][cH:13][c:14]([O:17][CH2:23][CH:24]3[CH2:25][CH2:26][N:27]([c:30]4[n:31][c:32]([CH:35]([CH3:36])[CH3:37])[n:33][o:34]4)[CH2:28][CH2:29]3)[n:15][cH:16]2)[cH:9][cH:10]1. Reactants: CC(C)c1noc(N2CCC(COS(C)(=O)=O)CC2)n1, CS(=O)(=O)c1ccc(-c2cnc(O)cn2)cc1, [K+], [K+], O=C([O-])[O-], CN(C)C=O, O. The product is CC(C)c1noc(N2CCC(COc3cnc(-c4ccc(S(C)(=O)=O)cc4)cn3)CC2)n1. Reactants: [N+](=O)([O-])C1=CC=C(OC=2C=C(C(=O)Cl)C=C(C2)OC2=CC=C(C=C2)[N+](=O)[O-])C=C1 (3,5-bis(4-nitrophenoxy)benzoyl chloride), C1(CCCCCN1)=O (ε-caprolactam), N1=CC=CC=C1 (pyridine). The solvent is C1=CC=CC=C1 (benzene). Reaction conditions: temperature 90 celsius, time 3 hour. Yields the product [N+](=O)([O-])C1=CC=C(OC=2C=C(C(=O)C3C(=O)NCCCC3)C=C(C2)OC2=CC=C(C=C2)[N+](=O)[O-])C=C1 (3,5-Bis(4-nitrophenoxy)benzoyl caprolactam). Isolated yield 65.0%. As a reaction SMILES: [C:1]1(=[O:8])[NH:7][CH2:6][CH2:5][CH2:4][CH2:3][CH2:2]1.[N+:9]([C:12]1[CH:37]=[CH:36][C:15]([O:16][C:17]2[CH:18]=[C:19]([CH:23]=[C:24]([O:26][C:27]3[CH:32]=[CH:31][C:30]([N+:33]([O-:35])=[O:34])=[CH:29][CH:28]=3)[CH:25]=2)[C:20](Cl)=[O:21])=[CH:14][CH:13]=1)([O-:11])=[O:10].N1C=CC=CC=1>C1C=CC=CC=1>[N+:9]([C:12]1[CH:13]=[CH:14][C:15]([O:16][C:17]2[CH:18]=[C:19]([CH:23]=[C:24]([O:26][C:27]3[CH:32]=[CH:31][C:30]([N+:33]([O-:35])=[O:34])=[CH:29][CH:28]=3)[CH:25]=2)[C:20]([CH:2]2[CH2:3][CH2:4][CH2:5][CH2:6][NH:7][C:1]2=[O:8])=[O:21])=[CH:36][CH:37]=1)([O-:11])=[O:10]. Procedure details: A solution of ε-caprolactam (14.82 g, 0.131 mol) in 400 ml of benzene is added to the above reactor containing 0.131 mol of 3,5-bis(4-nitrophenoxy)benzoyl chloride. The mixture is heated to 80°-90° C., and after all the reactants are dissolved, 150 ml of pyridine is added. The solution is stirred at 90° C. for 3 hours and the pyridine/acid chloride salt removed by filtration, the filtrate being kept in a freezer. White crystals formed from the filtrate are collected by filtration and dried. In o... The reactants are CN(C)c1ccncc1, COc1cc2nccc(Cl)c2cc1OC, Clc1ccccc1Cl, O, Oc1cc2cccnc2nc1-c1ccccn1. Yields the product COc1cc2nccc(Oc3cc4cccnc4nc3-c3ccccn3)c2cc1OC. As a reaction SMILES: [CH3:34][N:35]([CH3:36])[c:37]1[cH:38][cH:39][n:40][cH:41][cH:42]1.[Cl:18][c:19]1[cH:20][cH:21][n:22][c:23]2[cH:24][c:25]([O:31][CH3:32])[c:26]([O:29][CH3:30])[cH:27][c:28]12.[Cl:43][c:44]1[cH:45][cH:46][cH:47][cH:48][c:49]1[Cl:50].[OH2:33].[n:1]1[c:2](-[c:7]2[n:8][c:9]3[n:10][cH:11][cH:12][cH:13][c:14]3[cH:15][c:16]2[OH:17])[cH:3][cH:4][cH:5][cH:6]1>>[n:1]1[c:2](-[c:7]2[n:8][c:9]3[n:10][cH:11][cH:12][cH:13][c:14]3[cH:15][c:16]2[O:17][c:19]2[cH:20][cH:21][n:22][c:23]3[cH:24][c:25]([O:31][CH3:32])[c:26]([O:29][CH3:30])[cH:27][c:28]23)[cH:3][cH:4][cH:5][cH:6]1. The reactants are [Cl-], Cl, [Cu+2], COc1ccc(C(=O)CCC(=O)O)cc1N, [Na+], [Na+], [Na+], [Na+], [Na+], O=[N+]([O-])[O-], [OH-], O, O=S([O-])S(=O)(=O)[O-], O=S(=O)([O-])[O-]. Yields the product COc1ccc(C(=O)CCC(=O)O)cc1Cl. RXN SMILES: [Cl-:23].[ClH:35].[Cu+2:42].[NH2:1][c:2]1[cH:3][c:4]([C:5](=[O:6])[CH2:7][CH2:8][C:9](=[O:10])[OH:11])[cH:12][cH:13][c:14]1[O:15][CH3:16].[Na+:17].[Na+:22].[Na+:31].[Na+:32].[Na+:34].[O-:18][N+:19](=[O:20])[O-:21].[OH-:33].[OH2:36].[S:24]([S:25]([O-:26])=[O:27])([O-:28])(=[O:29])=[O:30].[S:37]([O-:38])([O-:39])(=[O:40])=[O:41]>>[c:2]1([Cl:23])[cH:3][c:4]([C:5](=[O:6])[CH2:7][CH2:8][C:9](=[O:10])[OH:11])[cH:12][cH:13][c:14]1[O:15][CH3:16].